Dataset: the Open Reaction Database (ORD), a public repository of structured organic reaction records. Task: describe an organic reaction: reactants, conditions, products, and yield Starting materials: C(C1=CC=CC=C1)OC1=C(N(C(=CC1=O)CNS(=O)(=O)C=1C=C(C=CC1)C)C)C(=O)O (3-Benzyloxy-1-methyl-4-oxo-6-[(toluene-3-sulfonylamino)-methyl]-1,4-dihydro-pyridine-2-carboxylic acid), CNC(=O)C=1N(C(=CC(C1OCC1=CC=CC=C1)=O)C(N)S(=O)(=O)C1=CC=CC=C1)C (6-(benzene sulfonyl amino-methyl)-3-benzyloxy-1-methyl-4-oxo-1,4-dihydro-pyridine-2-carboxylic acid methyl amide). Product: CNC(=O)C=1N(C(=CC(C1OCC1=CC=CC=C1)=O)CNS(=O)(=O)C=1C=C(C=CC1)C)C (3-Benzyloxy-1-methyl-4-oxo-6-[(toluene-3-sulfonylamino)-methyl]-1,4-dihydro-pyridine-2-carboxylic acid methylamide). Yield: 60.6%. As a reaction SMILES: [CH2:1]([O:8][C:9]1[C:14](=[O:15])[CH:13]=[C:12]([CH2:16][NH:17][S:18]([C:21]2[CH:22]=[C:23]([CH3:27])[CH:24]=[CH:25][CH:26]=2)(=[O:20])=[O:19])[N:11]([CH3:28])[C:10]=1[C:29](O)=[O:30])[C:2]1[CH:7]=[CH:6][CH:5]=[CH:4][CH:3]=1.[CH3:32][NH:33]C(C1N(C)C(C(S(C2C=CC=CC=2)(=O)=O)N)=CC(=O)C=1OCC1C=CC=CC=1)=O>>[CH3:32][NH:33][C:29]([C:10]1[N:11]([CH3:28])[C:12]([CH2:16][NH:17][S:18]([C:21]2[CH:22]=[C:23]([CH3:27])[CH:24]=[CH:25][CH:26]=2)(=[O:20])=[O:19])=[CH:13][C:14](=[O:15])[C:9]=1[O:8][CH2:1][C:2]1[CH:3]=[CH:4][CH:5]=[CH:6][CH:7]=1)=[O:30]. Reported procedure: 3-Benzyloxy-1-methyl-4-oxo-6-[(toluene-3-sulfonylamino)-methyl]-1,4-dihydro-pyridine-2-carboxylic acid methylamide (15-04) (250.0 mg, 60.64%) was synthesized as a white solid from 3-benzyloxy-1-methyl-4-oxo-6-[(toluene-3-sulfonylamino)-methyl]-1,4-dihydro-pyridine-2-carboxylic acid (13-04) (400.0 mg, 0.905 mmol) following the procedure described for 6-(benzenesulfonylamino-methyl)-3-benzyoxy-1-methyl-4-oxo-1,4-dihydro-pyridine-2-carboxylic acid methylamide (15-01). Starting materials: CC(=O)O (AcOH), Cl.N1(CCCC1)CCCl (2-(pyrrolidin-1-yl)-1-chloroethane hydrochloride), SCC=1NC(=C(C(C1C(=O)OCC)C1=CC(=CC=C1)[N+](=O)[O-])C(=O)OCC)C (2-mercaptomethyl-3,5-dicarboethoxy-4-(m-nitrophenyl) -6-methyl-1,4-dihydropyridine), [O-]CC.[Na+] (sodium ethoxide). Run in C(C)O (ethanol). Product: N1(CCCC1)CCSCC=1NC(=C(C(C1C(=O)OCC)C1=CC(=CC=C1)[N+](=O)[O-])C(=O)OCC)C (2-[2-(pyrrolidin-1-yl)ethylthio]methyl-3,5-dicarboethoxy-4-(m-nitrophenyl) -6-methyl-1,4-dihydropyridine). Isolated yield 41.8%. As a reaction SMILES: Cl.[N:2]1([CH2:7][CH2:8]Cl)[CH2:6][CH2:5][CH2:4][CH2:3]1.[SH:10][CH2:11][C:12]1[NH:13][C:14]([CH3:37])=[C:15]([C:32]([O:34][CH2:35][CH3:36])=[O:33])[CH:16]([C:23]2[CH:28]=[CH:27][CH:26]=[C:25]([N+:29]([O-:31])=[O:30])[CH:24]=2)[C:17]=1[C:18]([O:20][CH2:21][CH3:22])=[O:19].[O-]CC.[Na+].CC(O)=O>C(O)C>[N:2]1([CH2:7][CH2:8][S:10][CH2:11][C:12]2[NH:13][C:14]([CH3:37])=[C:15]([C:32]([O:34][CH2:35][CH3:36])=[O:33])[CH:16]([C:23]3[CH:28]=[CH:27][CH:26]=[C:25]([N+:29]([O-:31])=[O:30])[CH:24]=3)[C:17]=2[C:18]([O:20][CH2:21][CH3:22])=[O:19])[CH2:6][CH2:5][CH2:4][CH2:3]1 |f:0.1,3.4|. Procedure details: A solution of 2-(pyrrolidin-1-yl)-1-chloroethane hydrochloride (2.8 g), 2-mercaptomethyl-3,5-dicarboethoxy-4-(m-nitrophenyl) -6-methyl-1,4-dihydropyridine (5.4 g) and sodium ethoxide (2 g) in ethanol (70 ml) is heated to the reflux temperature for 6 hours, then it is neutralized with AcOH and evaporated under reduced pressure. The residue, after the usual work-up, is purified by column-chromatography (SiO2 ; 210 g; eluent AcOH/MeOH 99/1) to give 2.8 g of 2-[2-(pyrrolidin-1-yl)ethylthio]methyl-3,... The reactants are C(C)N1CC2CN(CC(C1)C2O)CC (3,7-diethyl-3,7-diazabicyclo[3.3.1]nonane-9-ol), ClC1=CC=C(C(=O)Cl)C=C1 (4-chloro-benzoyl chloride). Product: O.Cl.Cl.C(C)N1CC2CN(CC(C1)C2OC(C2=CC=C(C=C2)Cl)=O)CC (3,7-diethyl-9-(4'-chloro-benzoyloxy)-3,7-diazabicyclo[3.3.1]nonane dihydrochloride monohydrate). The yield is 53.8%. As a reaction SMILES: [CH2:1]([N:3]1[CH2:10][CH:9]2[CH:11]([OH:12])[CH:5]([CH2:6][N:7]([CH2:13][CH3:14])[CH2:8]2)[CH2:4]1)[CH3:2].[Cl:15][C:16]1[CH:24]=[CH:23][C:19]([C:20](Cl)=[O:21])=[CH:18][CH:17]=1>>[OH2:12].[ClH:15].[ClH:15].[CH2:13]([N:7]1[CH2:6][CH:5]2[CH:11]([O:12][C:20](=[O:21])[C:19]3[CH:23]=[CH:24][C:16]([Cl:15])=[CH:17][CH:18]=3)[CH:9]([CH2:10][N:3]([CH2:1][CH3:2])[CH2:4]2)[CH2:8]1)[CH3:14] |f:2.3.4.5|. Procedure: 9.9 g of 3,7-diethyl-3,7-diazabicyclo[3.3.1]nonane-9-ol are reacted with 4-chloro-benzoyl chloride as described in Example 8 to obtain 3,7-diethyl-9-(4'-chloro-benzoyloxy)-3,7-diazabicyclo[3.3.1]nonane dihydrochloride monohydrate with a yield of 53.8%; m.p.: 116°-120° C.